Dataset: the Open Reaction Database (ORD), a public repository of structured organic reaction records. Task: describe an organic reaction: reactants, conditions, products, and yield Reactants: O=C(OO)c1cccc(Cl)c1, ClCCl, C=C(CO)Sc1ccccc1. Product: C=C(CO)S(=O)c1ccccc1. Reaction SMILES: [Cl:12][c:13]1[cH:14][cH:15][cH:16][c:17]([C:18]([O:19][OH:21])=[O:20])[cH:22]1.[Cl:23][CH2:24][Cl:25].[c:1]1([S:7][C:8]([CH2:9][OH:10])=[CH2:11])[cH:2][cH:3][cH:4][cH:5][cH:6]1>>[c:1]1([S:7]([C:8]([CH2:9][OH:10])=[CH2:11])=[O:20])[cH:2][cH:3][cH:4][cH:5][cH:6]1. Reactants: Cc1c(F)c(Br)cc([N+](=O)[O-])c1F, CCO, Cl, [Fe], O. Product: Cc1c(F)c(N)cc(Br)c1F. As a reaction SMILES: [Br:5][c:6]1[c:7]([F:17])[c:8]([CH3:16])[c:9]([F:15])[c:10]([N+:12]([O-:13])=[O:14])[cH:11]1.[CH3:2][CH2:3][OH:4].[ClH:1].[Fe:19].[OH2:18]>>[Br:5][c:6]1[c:7]([F:17])[c:8]([CH3:16])[c:9]([F:15])[c:10]([NH2:12])[cH:11]1. Reactants: Clc1cccc(Cl)c1-c1noc(C2CC2)c1CBr, CC(C)(C)O, COC(=O)c1cn(C)c2cc(N3CCC(O)CC3)ccc12, [Cl-], [K], [NH4+], C1COCCOCCOCCOCCOCCO1, C1CCOC1. Yields the product COC(=O)c1cn(C)c2cc(N3CCC(OCc4c(-c5c(Cl)cccc5Cl)noc4C4CC4)CC3)ccc12. As a reaction SMILES: [Br:41][CH2:42][c:43]1[c:44](-[c:51]2[c:52]([Cl:58])[cH:53][cH:54][cH:55][c:56]2[Cl:57])[n:45][o:46][c:47]1[CH:48]1[CH2:49][CH2:50]1.[C:61]([OH:62])([CH3:63])([CH3:64])[CH3:65].[CH3:20][O:21][C:22](=[O:23])[c:24]1[cH:25][n:26]([CH3:40])[c:27]2[cH:28][c:29]([N:33]3[CH2:34][CH2:35][CH:36]([OH:39])[CH2:37][CH2:38]3)[cH:30][cH:31][c:32]12.[Cl-:59].[K:19].[NH4+:60].[O:1]1[CH2:2][CH2:3][O:4][CH2:5][CH2:6][O:7][CH2:8][CH2:9][O:10][CH2:11][CH2:12][O:13][CH2:14][CH2:15][O:16][CH2:17][CH2:18]1.[O:66]1[CH2:67][CH2:68][CH2:69][CH2:70]1>>[CH3:20][O:21][C:22](=[O:23])[c:24]1[cH:25][n:26]([CH3:40])[c:27]2[cH:28][c:29]([N:33]3[CH2:34][CH2:35][CH:36]([O:39][CH2:42][c:43]4[c:44](-[c:51]5[c:52]([Cl:58])[cH:53][cH:54][cH:55][c:56]5[Cl:57])[n:45][o:46][c:47]4[CH:48]4[CH2:49][CH2:50]4)[CH2:37][CH2:38]3)[cH:30][cH:31][c:32]12. Starting materials: O (Water), C(C1=CC=CC=C1)OC(=O)C1(CC1)C(NC1=C(C=C(C=C1)OC1=CC(=NC=C1)C(N)=O)F)=O (1-[4-(2-Carbamoylpyridin-4-yloxy)-2-fluorophenylcarbamoyl]-cyclopropanecarboxylic acid benzyl ester), CN(C=O)C (N,N-dimethylformamide), C(C)(=O)O.C(C)(=O)O.IC1=CC=CC=C1 (Iodobenzene diacetate), O (water). Product: C(C1=CC=CC=C1)OC(=O)C1(CC1)C(NC1=C(C=C(C=C1)OC1=CC(=NC=C1)N)F)=O (1-[4-(2-Aminopyridin-4-yloxy)-2-fluorophenylcarbamoyl]cyclopropanecarboxylic acid benzyl ester). Reaction SMILES: [CH2:1]([O:8][C:9]([C:11]1([C:14](=[O:33])[NH:15][C:16]2[CH:21]=[CH:20][C:19]([O:22][C:23]3[CH:28]=[CH:27][N:26]=[C:25](C(=O)N)[CH:24]=3)=[CH:18][C:17]=2[F:32])[CH2:13][CH2:12]1)=[O:10])[C:2]1[CH:7]=[CH:6][CH:5]=[CH:4][CH:3]=1.O.C(O)(=O)C.C(O)(=O)C.IC1C=CC=CC=1.C[N:51](C)C=O>>[CH2:1]([O:8][C:9]([C:11]1([C:14](=[O:33])[NH:15][C:16]2[CH:21]=[CH:20][C:19]([O:22][C:23]3[CH:28]=[CH:27][N:26]=[C:25]([NH2:51])[CH:24]=3)=[CH:18][C:17]=2[F:32])[CH2:12][CH2:13]1)=[O:10])[C:2]1[CH:3]=[CH:4][CH:5]=[CH:6][CH:7]=1 |f:2.3.4|. Procedure details: 1-[4-(2-Carbamoylpyridin-4-yloxy)-2-fluorophenylcarbamoyl]-cyclopropanecarboxylic acid benzyl ester (2 g) was dissolved in N,N-dimethylformamide (20 ml) at room temperature, and water (0.481 ml) was added. Iodobenzene diacetate (2.87 g) was added at room temperature with stirring, and the reaction mixture was stirred for 2.5 hours. Water (40 ml) was added to the reaction mixture, and the reaction was quenched by the addition of a 2N aqueous solution of sodium hydroxide until pH became 11and ethy... The reactants are FC(C(=O)O)(F)F (Trifluoroacetic acid), N1(C=CC=C1)C1=C(C=CC=C1)O (2-pyrrol-1-ylphenol), CC1N(CCC(C1)=O)C(=O)OC(C)(C)C (tert-butyl 2-methyl-4-oxo-piperidine-1-carboxylate). Solvent: ClCCl (dichloromethane). Conditions: time 16 hour. Product: CC1N(CCC2(C1)C=1N(C3=C(O2)C=CC=C3)C=CC1)C(=O)OC(C)(C)C (tert-butyl 2′-methylspiro[benzo[b]pyrrolo[1,2-d][1,4]oxazine-4,4′-piperidine]-1′-carboxylate). As a reaction SMILES: FC(F)(F)C(O)=O.[N:8]1([C:13]2[CH:18]=[CH:17][CH:16]=[CH:15][C:14]=2[OH:19])[CH:12]=[CH:11][CH:10]=[CH:9]1.[CH3:20][CH:21]1[CH2:26][C:25](=O)[CH2:24][CH2:23][N:22]1[C:28]([O:30][C:31]([CH3:34])([CH3:33])[CH3:32])=[O:29]>ClCCl>[CH3:20][CH:21]1[CH2:26][C:25]2([O:19][C:14]3[CH:15]=[CH:16][CH:17]=[CH:18][C:13]=3[N:8]3[CH:9]=[CH:10][CH:11]=[C:12]23)[CH2:24][CH2:23][N:22]1[C:28]([O:30][C:31]([CH3:32])([CH3:34])[CH3:33])=[O:29]. Procedure details: Trifluoroacetic acid (443 μL, 5.75 mmol) was added to a solution of 2-pyrrol-1-ylphenol (457 mg, 2.87 mmol) and tert-butyl 2-methyl-4-oxo-piperidine-1-carboxylate (613 mg, 2.87 mmol) in dichloromethane (19 mL) and the solution was vigorously stirred for 16 h. The reaction mixture was quenched with saturated aqueous NaHCO3, and the organics were extracted with EtOAc (3×200 mL). The combined organics were washed with water, brine, dried over Na2SO4, filtered and concentrated. The residue was purif... The reactants are C1(=CC=CC=C1)S(=O)(=O)Cl (Benzenesulphonyl chloride), NCCCCCC(=O)O (6-aminocaproic acid), Cl (hydrochloric acid). The solvent is [OH-].[Na+] (sodium hydroxide). Reaction conditions: time 1 hour. Yields the product C1(=CC=CC=C1)S(=O)(=O)NCCCCCC(=O)O (6-(benzenesulphonamido)hexanoic acid). Reaction SMILES: [C:1]1([S:7](Cl)(=[O:9])=[O:8])[CH:6]=[CH:5][CH:4]=[CH:3][CH:2]=1.[NH2:11][CH2:12][CH2:13][CH2:14][CH2:15][CH2:16][C:17]([OH:19])=[O:18].Cl>[OH-].[Na+]>[C:1]1([S:7]([NH:11][CH2:12][CH2:13][CH2:14][CH2:15][CH2:16][C:17]([OH:19])=[O:18])(=[O:9])=[O:8])[CH:6]=[CH:5][CH:4]=[CH:3][CH:2]=1 |f:3.4|. Reported procedure: Benzenesulphonyl chloride (10 ml) was added to a stirred solution of 6-aminocaproic acid (8.8 g) in 10% sodium hydroxide solution (50 ml) over 30 minutes. The solution was stirred for 1 hour, acidified with dilute hydrochloric acid and the precipitate was collected by filtration. Recrystallisation from chloroform yielded 6-(benzenesulphonamido)hexanoic acid (10.5 g) as white prisms. m.p. 119°-120° C.